describe an organic reaction: reactants, conditions, products, and yield From a dataset of the Open Reaction Database (ORD), a public repository of structured organic reaction records. Starting materials: O=CNc1c(O)ccc2c1CN(Cc1ccccc1)CC2c1ccc(O)c(O)c1, CCO, Cl. Product: Cl, O=CNc1c(O)ccc2c1CNCC2c1ccc(O)c(O)c1. As a reaction SMILES: [CH2:1]([c:2]1[cH:3][cH:4][cH:5][cH:6][cH:7]1)[N:8]1[CH2:9][c:10]2[c:11]([NH:27][CH:28]=[O:29])[c:12]([OH:26])[cH:13][cH:14][c:15]2[CH:16]([c:18]2[cH:19][c:20]([OH:25])[c:21]([OH:24])[cH:22][cH:23]2)[CH2:17]1.[CH3:31][CH2:32][OH:33].[ClH:30]>>[ClH:30].[NH:8]1[CH2:9][c:10]2[c:11]([NH:27][CH:28]=[O:29])[c:12]([OH:26])[cH:13][cH:14][c:15]2[CH:16]([c:18]2[cH:19][c:20]([OH:25])[c:21]([OH:24])[cH:22][cH:23]2)[CH2:17]1. The reactants are C1OC2=CC3=C(OC(CO3)CN)C=C2O1 (2,3-Dihydro-6,7-methylenedioxy-1,4-benzodioxin-2-methanamine), BrCCCOC1=C2C=CC=NC2=CC=C1 (5-(3-bromopropoxy)quinoline), C(C)(C)N(CC)C(C)C (diisopropylethylamine). The solvent is CN(C)C=O (DMF). Reaction conditions: temperature 80 celsius. Yields the product N1=CC=CC2=C(C=CC=C12)OCCCNCC1COC2=C(O1)C=C1C(=C2)OCO1 (N-[3-(Quinolin-5-yloxy)propyl]-2,3-dihydro-6,7-methylenedioxy-1,4-benzodioxin-2-methanamine). Isolated yield 38.6%. Reaction SMILES: [CH2:1]1[O:15][C:14]2[C:3](=[CH:4][C:5]3[O:10][CH2:9][CH:8]([CH2:11][NH2:12])[O:7][C:6]=3[CH:13]=2)[O:2]1.Br[CH2:17][CH2:18][CH2:19][O:20][C:21]1[CH:30]=[CH:29][CH:28]=[C:27]2[C:22]=1[CH:23]=[CH:24][CH:25]=[N:26]2.C(N(C(C)C)CC)(C)C>CN(C=O)C>[N:26]1[C:27]2[C:22](=[C:21]([O:20][CH2:19][CH2:18][CH2:17][NH:12][CH2:11][CH:8]3[O:7][C:6]4[CH:13]=[C:14]5[O:15][CH2:1][O:2][C:3]5=[CH:4][C:5]=4[O:10][CH2:9]3)[CH:30]=[CH:29][CH:28]=2)[CH:23]=[CH:24][CH:25]=1. Reported procedure: 2,3-Dihydro-6,7-methylenedioxy-1,4-benzodioxin-2-methanamine (2.3 g, 11 mmole), 5-(3-bromopropoxy)quinoline (2.54 g, 9.2 mmole), and diisopropylethylamine (2.6 g, 20 mmole) were combined in 100 ml of DMF and heated at 80° C. for 24 hours under a nitrogen atmosphere. The solvent was then removed in vacuum and replaced with 500 ml of dichloromethane. The mixture was washed with 250 ml each of saturated aqueous sodium bicarbonate and saturated aqueous sodium chloride, dried over sodium sulfate, fil... Reactants: C1CCOC1, CC(C)(C)[O-], CS(C)=O, Oc1ccc(Cl)c(Cl)c1, CCSc1cnc(Cl)cc1C#N, [K+]. Reaction SMILES: [CH2:28]1[O:29][CH2:30][CH2:31][CH2:32]1.[CH3:22][C:23]([CH3:24])([O-:25])[CH3:26].[CH3:33][S:34]([CH3:35])=[O:36].[Cl:13][c:14]1[cH:15][c:16]([OH:21])[cH:17][cH:18][c:19]1[Cl:20].[Cl:1][c:2]1[n:3][cH:4][c:5]([S:10][CH2:11][CH3:12])[c:6]([C:8]#[N:9])[cH:7]1.[K+:27]>>[c:2]1([O:21][c:16]2[cH:15][c:14]([Cl:13])[c:19]([Cl:20])[cH:18][cH:17]2)[n:3][cH:4][c:5]([S:10][CH2:11][CH3:12])[c:6]([C:8]#[N:9])[cH:7]1. Product: CCSc1cnc(Oc2ccc(Cl)c(Cl)c2)cc1C#N. The reactants are C1(=CCCCC1)C1=CC=C(C=C1)C(C(=O)Cl)C (α-[p-(1-cyclohexenyl)-phenyl]-propionic acid chloride), CN(CCN)C (β-dimethylamino-ethylamine). The solvent is C1(=CC=CC=C1)C (toluene), C1(=CC=CC=C1)C (toluene). Conditions: time 2 hour. Product: CN(CCNC(C(C)C1=CC=C(C=C1)C1=CCCCC1)=O)C (N-(β-dimethylamino-ethyl)-α-[p-(1-cyclohexenyl)-phenyl]-propionic acid amide). RXN SMILES: [C:1]1([C:7]2[CH:12]=[CH:11][C:10]([CH:13]([CH3:17])[C:14](Cl)=[O:15])=[CH:9][CH:8]=2)[CH2:6][CH2:5][CH2:4][CH2:3][CH:2]=1.[CH3:18][N:19]([CH3:23])[CH2:20][CH2:21][NH2:22]>C1(C)C=CC=CC=1>[CH3:18][N:19]([CH3:23])[CH2:20][CH2:21][NH:22][C:14](=[O:15])[CH:13]([C:10]1[CH:11]=[CH:12][C:7]([C:1]2[CH2:6][CH2:5][CH2:4][CH2:3][CH:2]=2)=[CH:8][CH:9]=1)[CH3:17]. Reported procedure: A solution of 6 g of α-[p-(1-cyclohexenyl)-phenyl]-propionic acid chloride in 10 ml of toluene is added dropwise with stirring at room temperature to a solution of 6 g of β-dimethylamino-ethylamine in 40 ml of toluene. The reaction mixture is stirred for two hours, then extracted with 2N hydrochloric acid, the hydrochloric acid solution washed with ethyl acetate and rendered alkaline with 4N sodium hydroxide solution. The batch is extracted with ethyl acetate, washed with water, dried over sodiu... Starting materials: C(C)OC(=O)C=1NC(=C(C1C)CCC(=O)OC)C (2-ethoxycarbonyl-3,5-dimethyl-4-methoxycarbonylethylpyrrole), [OH-].[K+] (potassium hydroxide), C(CO)O (ethyleneglycol), Cl (hydrochloric acid). The solvent is O (Water), O (water). Run at temperature 190 celsius. Product: CC=1NC=C(C1CCC(=O)O)C (2,4-dimethyl-3-carboxyethylpyrrole), CCCC=1NC=C(C1C(=O)O)C (2,4-dimethyl-3-carboxy-ethylpyrrole). Yield: 72.0%. Reaction SMILES: C(OC([C:6]1[NH:7][C:8]([CH3:18])=[C:9]([CH2:12][CH2:13][C:14]([O:16]C)=[O:15])[C:10]=1[CH3:11])=O)C.[OH-:19].[K+].Cl.[CH2:22]([OH:25])[CH2:23]O>O>[CH3:18][C:8]1[NH:7][CH:6]=[C:10]([CH3:11])[C:9]=1[CH2:12][CH2:13][C:14]([OH:16])=[O:15].[CH3:13][CH2:12][CH2:9][C:8]1[NH:7][CH:6]=[C:10]([CH3:11])[C:23]=1[C:22]([OH:25])=[O:19] |f:1.2|. Procedure: 2-(2-thienyl)pyrrole was prepared according to Kruse C. G. et al, Heterocycles 26 (1985) 3141 and formylated yielding 2-formyl-5-(2-thienyl)pyrrole according to Bullock E. et al. J. Chem. Soc. (1963) 2326 2,4-dimethyl-3-carboxyethylpyrrole was prepared as follows: 2-ethoxycarbonyl-3,5-dimethyl-4-methoxycarbonylethylpyrrole (1.5 g, 5.9 mmol) and potassium hydroxide (6.6 g) were dissolved in ethyleneglycol (50 ml). The reaction mixture was refluxed (190° C.) for 3 h under nitrogen atmosphere. Wate...